This data is from the Open Reaction Database (ORD), a public repository of structured organic reaction records. The task is: describe an organic reaction: reactants, conditions, products, and yield Reactants: C(C=C)Br (allyl bromide), CN(C=O)C (N,N-dimethylformamide), OC=1C=C2CCCC(C2=CC1)=O (6-hydroxy-3,4-dihydronaphthalen-1(2H)-one), C([O-])([O-])=O.[K+].[K+] (potassium carbonate). Solvent: C(C)(=O)OCC (ethyl acetate), O (Water). Conditions: time 8 hour. Product: C(C=C)OC=1C=C2CCC(C(C2=CC1)=O)(C)C (6-(Allyloxy)-2,2-dimethyl-3,4-dihydronaphthalen-1(2H)-one). RXN SMILES: [CH2:1](Br)[CH:2]=[CH2:3].O[C:6]1[CH:7]=[C:8]2[C:13](=[CH:14][CH:15]=1)[C:12](=[O:16])[CH2:11][CH2:10][CH2:9]2.[C:17](=[O:20])([O-])[O-].[K+].[K+].[CH3:23]N(C)C=O>C(OCC)(=O)C.O>[CH2:1]([O:16][C:12]1[CH:13]=[C:8]2[C:9](=[CH:10][CH:11]=1)[C:17](=[O:20])[C:15]([CH3:14])([CH3:23])[CH2:6][CH2:7]2)[CH:2]=[CH2:3] |f:2.3.4|. Procedure: 830 μl of allyl bromide was added to a mixture consisting of 1.52 g of 6-hydroxy-3,4-dihydronaphthalen-1(2H)-one, 1.22 g of potassium carbonate, and 15 ml of N,N-dimethylformamide. The obtained mixture was stirred at room temperature under nitrogen atmosphere overnight. Water and ethyl acetate were added to the reaction solution, so as to obtain an organic layer. The obtained organic layer was successively washed with water (4 times) and a saturated sodium chloride solution, and then dried over ...